This data is from the Open Reaction Database (ORD), a public repository of structured organic reaction records. The task is: describe an organic reaction: reactants, conditions, products, and yield The reactants are ClC1=CC=C(C=C1)C=1N=C(SC1CC(=O)O)S (4-(4-chlorophenyl)-2-mercapto-5-thiazole acetic acid), C(C)(=O)OC(C)=O (acetic anhydride), BrC(C(=O)O)C1=CC=CC=C1 (α-bromophenylacetic acid), CC(=O)C (acetone). Solvent: C(C)(=O)O (acetic acid). Product: [Br-].C(C)(=O)OC1=C(SC=2SC(=C([N+]21)C2=CC=C(C=C2)Cl)CC(=O)OCC)C2=CC=CC=C2 (3-Acetoxy-5-(4-chlorophenyl)-6-(2-ethoxy-2-oxoethyl)-2-phenylthiazolo[2,3-b]thiazolium bromide). Isolated yield 61.0%. As a reaction SMILES: [Cl:1][C:2]1[CH:7]=[CH:6][C:5]([C:8]2[N:9]=[C:10]([SH:17])[S:11][C:12]=2[CH2:13][C:14]([OH:16])=[O:15])=[CH:4][CH:3]=1.[Br:18][CH:19]([C:23]1[CH:28]=[CH:27][CH:26]=[CH:25][CH:24]=1)[C:20]([OH:22])=O.[CH3:29][C:30](C)=[O:31].[C:33](OC(=O)C)(=O)[CH3:34]>C(O)(=O)C>[Br-:18].[C:30]([O:22][C:20]1[N+:9]2[C:8]([C:5]3[CH:6]=[CH:7][C:2]([Cl:1])=[CH:3][CH:4]=3)=[C:12]([CH2:13][C:14]([O:16][CH2:33][CH3:34])=[O:15])[S:11][C:10]=2[S:17][C:19]=1[C:23]1[CH:28]=[CH:27][CH:26]=[CH:25][CH:24]=1)(=[O:31])[CH3:29] |f:5.6|. Reported procedure: A mixture of 12.8 g. (0.04 m.) 4-(4-chlorophenyl)-2-mercapto-5-thiazole acetic acid of (B.) above and 8.8 g. (0.04 m.) α-bromophenylacetic acid in 200 ml. acetone and 40 ml. each of glacial acetic acid and acetic anhydride is heated in an open flask for 2 hours. The solvents are removed and the residual solid triturated with acetonitrile. 13.4 g. (61% yield) of title product is obtained, m.p. 175°-180° C. Reaction SMILES: Cl[C:2](Cl)=[CH:3][CH:4]=[O:5].[CH2:7]1[CH:9]([C:10]([NH2:12])=[NH:11])[CH2:8]1.Cl.[F:14][C:15]([F:24])([F:23])[C:16]1[CH:17]=[C:18](O)[CH:19]=[CH:20][CH:21]=1.C(=O)([O-])[O-].[K+].[K+].COC(OC)C>C(COC)OC>[CH:9]1([C:10]2[N:12]=[C:4]([O:5][C:20]3[CH:19]=[CH:18][CH:17]=[C:16]([C:15]([F:24])([F:23])[F:14])[CH:21]=3)[CH:3]=[CH:2][N:11]=2)[CH2:8][CH2:7]1 |f:1.2,4.5.6|. Reactants: ClC(=CC=O)Cl (3,3-dichloroacrolein), COC(C)OC (dimethyoxyethane), C([O-])([O-])=O.[K+].[K+] (potassium carbonate), C1CC1C(=N)N.Cl (cyclopropylcarbamidine hydrochloride), C1CC1C(=N)N.Cl (cyclopropylcarbamidine hydrochloride), FC(C=1C=C(C=CC1)O)(F)F (3-trifluoromethylphenol), ClC(=CC=O)Cl (3,3-Dichloroacrolein). Solvent: C(OC)COC (dimethoxyethane). Reported procedure: 3,3-Dichloroacrolein (10 mmoles) diluted with dimethoxyethane (35 ml), is slowly added to a mixture consisting of a cyclopropylcarbamidine hydrochloride (10 mmoles), 3-trifluoromethylphenol (11 mmoles), potassium carbonate (40 rnmoles) and dimethyoxyethane (40 ml), which is stirred under reflux. When the addition of 3,3-dichloroacrolein is completed additional cyclopropylcarbamidine hydrochloride (1 mmoles) is added. The reaction mixture is stirred for 3 hours under reflux and subsequently coole... Yields the product C1(CC1)C1=NC=CC(=N1)OC1=CC(=CC=C1)C(F)(F)F (2-Cyclopropyl-4-(3-Trifluoromethylphenoxy) Pyrimidine). Yield: 74.9%.